From a dataset of the Open Reaction Database (ORD), a public repository of structured organic reaction records. describe an organic reaction: reactants, conditions, products, and yield Reactants: BrC1=CC(=C(C=C1)O)C(=C)C1=CC=C(C=C1)C (4-bromo-2-[(1-p-tolyl)vinyl]phenol), BrC1=CC(=C(C=C1)O)C(=C)C1=CC=C(C=C1)C (4-bromo-2-[(1-p-tolyl)vinyl]phenol), C1(=CC=CC=C1)P(C1=CC=CC=C1)C1=CC=CC=C1 (triphenylphosphine), C(C)(C)O (isopropanol), CCOC(=O)/N=N/C(=O)OCC (diethylazodicarboxylate). The solvent is O1CCCC1 (tetrahydrofuran). Run at time 22.5 hour. The product is BrC1=CC(=C(C=C1)OC(C)C)C(=C)C1=CC=C(C=C1)C (4-Bromo-1-isopropoxy-2-[(1-p-tolyl)vinyl]benzene). As a reaction SMILES: [Br:1][C:2]1[CH:7]=[CH:6][C:5]([OH:8])=[C:4]([C:9]([C:11]2[CH:16]=[CH:15][C:14]([CH3:17])=[CH:13][CH:12]=2)=[CH2:10])[CH:3]=1.[C:18]1(P(C2C=CC=CC=2)C2C=CC=CC=2)[CH:23]=CC=C[CH:19]=1.C(O)(C)C.CCOC(/N=N/C(OCC)=O)=O>O1CCCC1>[Br:1][C:2]1[CH:7]=[CH:6][C:5]([O:8][CH:18]([CH3:23])[CH3:19])=[C:4]([C:9]([C:11]2[CH:12]=[CH:13][C:14]([CH3:17])=[CH:15][CH:16]=2)=[CH2:10])[CH:3]=1. Reported procedure: To a cold solution (0° C.) of 125 mg (0.4 mmol) of 4-bromo-2-[(1-p-tolyl)vinyl]phenol (Compound R) in 5 mL of tetrahydrofuran was added 125 mg (0.5 mmol) of triphenylphosphine and 0.04 mL (31 mg, 0.5 mmol) of isopropanol followed by 0.07 mL (82 mg, 0.5 mmol) of diethylazodicarboxylate. The dark yellow solution was removed from the ice bath, allowed to warm to ambient temperature on its own and stirred overnight (22.5 hours). The reaction mixture was concentrated in vacuo to a gummy yellow solid.... Starting materials: Cc1cc(NC(=O)c2cc(OCc3ccccc3)cc(OC(CF)CF)c2)nn1C, CCO. Yields the product Cc1cc(NC(=O)c2cc(O)cc(OC(CF)CF)c2)nn1C. Reaction SMILES: [CH3:1][n:2]1[n:3][c:4]([NH:8][C:9]([c:10]2[cH:11][c:12]([O:24][CH:25]([CH2:26][F:27])[CH2:28][F:29])[cH:13][c:14]([O:16][CH2:17][c:18]3[cH:19][cH:20][cH:21][cH:22][cH:23]3)[cH:15]2)=[O:30])[cH:5][c:6]1[CH3:7].[CH3:31][CH2:32][OH:33]>>[CH3:1][n:2]1[n:3][c:4]([NH:8][C:9]([c:10]2[cH:11][c:12]([O:24][CH:25]([CH2:26][F:27])[CH2:28][F:29])[cH:13][c:14]([OH:16])[cH:15]2)=[O:30])[cH:5][c:6]1[CH3:7]. Reactants: CO, CC(O)C1(C2CCCCC2)COC(C)(C)OC1, O. Product: CC(O)C(CO)(CO)C1CCCCC1. Reaction SMILES: [CH3:19][OH:20].[CH:1]1([C:7]2([CH:15]([CH3:16])[OH:17])[CH2:8][O:9][C:10]([CH3:13])([CH3:14])[O:11][CH2:12]2)[CH2:2][CH2:3][CH2:4][CH2:5][CH2:6]1.[OH2:18]>>[CH:1]1([C:7]([CH2:8][OH:9])([CH2:12][OH:11])[CH:15]([CH3:16])[OH:17])[CH2:2][CH2:3][CH2:4][CH2:5][CH2:6]1. The reactants are CC(C)(C)[O-], Cc1ccccc1, Cc1ccc(Cl)cc1, NCc1ccccc1, [Na+], CC(=O)[O-], CC(=O)[O-], [Pd+2]. Product: Cc1ccc(NCc2ccccc2)cc1. As a reaction SMILES: [CH3:17][C:18]([CH3:19])([O-:20])[CH3:21].[CH3:23][c:24]1[cH:25][cH:26][cH:27][cH:28][cH:29]1.[Cl:1][c:2]1[cH:3][cH:4][c:5]([CH3:8])[cH:6][cH:7]1.[NH2:9][CH2:10][c:11]1[cH:12][cH:13][cH:14][cH:15][cH:16]1.[Na+:22].[O-:31][C:32]([CH3:33])=[O:34].[O-:35][C:36]([CH3:37])=[O:38].[Pd+2:30]>>[c:2]1([NH:9][CH2:10][c:11]2[cH:12][cH:13][cH:14][cH:15][cH:16]2)[cH:3][cH:4][c:5]([CH3:8])[cH:6][cH:7]1. Yield: 85.0%. Procedure: A solution of 50 mg (0.1 mmol) of 4-{5-methyl-4-[2-methyl-5-(2,2,2-trifluoro-1-hydroxy-1-trifluoromethyl-ethyl)-indol-1-ylmethyl]-oxazol-2-yl}-benzaldehyde in 1 ml of THF was cooled to 0° C. and treated with 0.13 ml (0.4 mmol) of a 3M methylmagnesium bromide solution in diethylether. The mixture was stirred and allowed to reach RT within 1 hr. Distribution of the crude between a saturated aqueous solution of NH4Cl and EtOAc, drying of the combined organic phases over Na2SO4, evaporation of the s... RXN SMILES: [CH3:1][C:2]1[O:6][C:5]([C:7]2[CH:14]=[CH:13][C:10]([CH:11]=[O:12])=[CH:9][CH:8]=2)=[N:4][C:3]=1[CH2:15][N:16]1[C:24]2[C:19](=[CH:20][C:21]([C:25]([OH:34])([C:30]([F:33])([F:32])[F:31])[C:26]([F:29])([F:28])[F:27])=[CH:22][CH:23]=2)[CH:18]=[C:17]1[CH3:35].[CH3:36][Mg]Br>C1COCC1.C(OCC)C>[F:29][C:26]([F:27])([F:28])[C:25]([C:21]1[CH:20]=[C:19]2[C:24](=[CH:23][CH:22]=1)[N:16]([CH2:15][C:3]1[N:4]=[C:5]([C:7]3[CH:8]=[CH:9][C:10]([CH:11]([OH:12])[CH3:36])=[CH:13][CH:14]=3)[O:6][C:2]=1[CH3:1])[C:17]([CH3:35])=[CH:18]2)([OH:34])[C:30]([F:33])([F:32])[F:31]. The solvent is C1CCOC1 (THF), C(C)OCC (diethylether). Reaction conditions: time 1 hour. The reactants are CC1=C(N=C(O1)C1=CC=C(C=O)C=C1)CN1C(=CC2=CC(=CC=C12)C(C(F)(F)F)(C(F)(F)F)O)C (4-{5-methyl-4-[2-methyl-5-(2,2,2-trifluoro-1-hydroxy-1-trifluoromethyl-ethyl)-indol-1-ylmethyl]-oxazol-2-yl}-benzaldehyde), C[Mg]Br (methylmagnesium bromide). Product: FC(C(C(F)(F)F)(O)C=1C=C2C=C(N(C2=CC1)CC=1N=C(OC1C)C1=CC=C(C=C1)C(C)O)C)(F)F (1,1,1,3,3,3-hexafluoro-2-(1-{2-[4-(1-hydroxy-ethyl)-phenyl]-5-methyl-oxazol-4-ylmethyl}-2-methyl-1H-indol-5-yl)-propan-2-ol). Reactants: [Si](C)(C)(C(C)(C)C)OCCNC(=O)C=1N=C(SC1)N1CC(C1)OS(=O)(=O)C (1-{4-[2-(t-butyldimethylsilyloxy)ethylcarbamoyl]-1,3-thiazol-2-yl}-3-methanesulfonyloxyazetidine), C(C)(=S)[O-].[K+] (potassium thioacetate). The solvent is CN(C=O)C (dimethylformamide). Run at temperature 80 celsius, time 4 hour. Yields the product C(C)(=O)SC1CN(C1)C=1SC=C(N1)C(NCCO[Si](C)(C)C(C)(C)C)=O (3-acetylthio-1-{4-[2-(t-butyldimethylsilyloxy)ethylcarbamoyl]-1,3-thiazol-2-yl}azetidine). Isolated yield 64.3%. As a reaction SMILES: [Si:1]([O:8][CH2:9][CH2:10][NH:11][C:12]([C:14]1[N:15]=[C:16]([N:19]2[CH2:22][CH:21](OS(C)(=O)=O)[CH2:20]2)[S:17][CH:18]=1)=[O:13])([C:4]([CH3:7])([CH3:6])[CH3:5])([CH3:3])[CH3:2].[C:28]([O-:31])(=[S:30])[CH3:29].[K+]>CN(C)C=O>[C:28]([S:30][CH:21]1[CH2:20][N:19]([C:16]2[S:17][CH:18]=[C:14]([C:12](=[O:13])[NH:11][CH2:10][CH2:9][O:8][Si:1]([C:4]([CH3:7])([CH3:5])[CH3:6])([CH3:2])[CH3:3])[N:15]=2)[CH2:22]1)(=[O:31])[CH3:29] |f:1.2|. Reported procedure: To a solution of 1-{4-[2-(t-butyldimethylsilyloxy)ethylcarbamoyl]-1,3-thiazol-2-yl}-3-methanesulfonyloxyazetidine (647.1 mg, 1.49 mmol) (obtained as described in Reference Example 33(5)) in dimethylformamide (32.0 ml) was added potassium thioacetate (1.28 mg, 8.9 mmol) at room temperature. The mixture was stirred in an oil bath (80° C.) for 4 hours. After checking the completion of the reaction, the reaction mixture was partitioned between ethyl acetate and 10% aqueous sodium chloride solution. ...